Dataset: the Open Reaction Database (ORD), a public repository of structured organic reaction records. Task: describe an organic reaction: reactants, conditions, products, and yield Starting materials: CC1=CC=C(C=C1)C1=C(C=CC=C1)C#N (4′-Methyl-2-cyanobiphenyl), Br(=O)(=O)[O-].[Na+] (sodium bromate), BrBr (bromine). Reagents/catalysts: N(=NC(C#N)(CC)C)C(C#N)(CC)C (2,2′-Azobis(2-methylbutyronitrile)). Solvent: ClC1=CC=CC=C1 (monochlorobenzene). Run at temperature 5 celsius. Product: BrCC1=CC=C(C=C1)C1=C(C=CC=C1)C#N (4′-bromomethyl-2-cyanobiphenyl). Yield: 493.9%. As a reaction SMILES: [CH3:1][C:2]1[CH:7]=[CH:6][C:5]([C:8]2[CH:13]=[CH:12][CH:11]=[CH:10][C:9]=2[C:14]#[N:15])=[CH:4][CH:3]=1.[Br:16]([O-])(=O)=O.[Na+].BrBr>N(C(C)(CC)C#N)=NC(C)(CC)C#N.ClC1C=CC=CC=1>[Br:16][CH2:1][C:2]1[CH:3]=[CH:4][C:5]([C:8]2[CH:13]=[CH:12][CH:11]=[CH:10][C:9]=2[C:14]#[N:15])=[CH:6][CH:7]=1 |f:1.2|. Procedure: 4′-Methyl-2-cyanobiphenyl (105 g, 0.54 mol) and sodium bromate (12.3 g, 0.082 mol) were added to monochlorobenzene (300 g) and the internal temperature was set for 65° C. 2,2′-Azobis(2-methylbutyronitrile) (2.0 g, 0.010 mol) was added, bromine (45.6 g, 0.29 mol) was added dropwise over 5 hr and the reaction mixture was maintained at this temperature for 1 hr. The resulting inorganic salt was filtered off and the reaction mixture was cooled to 5° C. The precipitated crystals were collected by fil... Reactants: COc1ccc2c(C)cn(-c3cc(C(=O)NC4CC4)ccc3C)c(=O)c2c1, Cl, [I-], [Li+], [Na+], [OH-], Cc1cc(C)nc(C)c1. The product is Cc1ccc(C(=O)NC2CC2)cc1-n1cc(C)c2ccc(O)cc2c1=O. As a reaction SMILES: [CH:1]1([NH:4][C:5]([c:6]2[cH:7][c:8](-[n:13]3[c:14](=[O:26])[c:15]4[cH:16][c:17]([O:24][CH3:25])[cH:18][cH:19][c:20]4[c:21]([CH3:23])[cH:22]3)[c:9]([CH3:12])[cH:10][cH:11]2)=[O:27])[CH2:2][CH2:3]1.[ClH:30].[I-:28].[Li+:29].[Na+:41].[OH-:40].[n:31]1[c:32]([CH3:33])[cH:34][c:35]([CH3:36])[cH:37][c:38]1[CH3:39]>>[CH:1]1([NH:4][C:5]([c:6]2[cH:7][c:8](-[n:13]3[c:14](=[O:26])[c:15]4[cH:16][c:17]([OH:24])[cH:18][cH:19][c:20]4[c:21]([CH3:23])[cH:22]3)[c:9]([CH3:12])[cH:10][cH:11]2)=[O:27])[CH2:2][CH2:3]1. Reaction SMILES: [CH2:36]1[O:37][CH2:38][CH2:39][CH2:40]1.[F:1][CH:2]([c:3]1[n:4][c:5]2[c:6]([n:7]1[CH2:8][c:9]1[cH:10][cH:11][cH:12][c:13]3[cH:14][cH:15][cH:16][cH:17][c:18]13)[cH:19][c:20]([N:27]1[CH2:28][CH2:29][O:30][CH2:31][CH2:32]1)[cH:21][c:22]2[C:23](=[O:24])[O:25][CH3:26])[F:33].[Li+:35].[OH-:34]>>[F:1][CH:2]([c:3]1[n:4][c:5]2[c:6]([n:7]1[CH2:8][c:9]1[cH:10][cH:11][cH:12][c:13]3[cH:14][cH:15][cH:16][cH:17][c:18]13)[cH:19][c:20]([N:27]1[CH2:28][CH2:29][O:30][CH2:31][CH2:32]1)[cH:21][c:22]2[C:23](=[O:24])[OH:25])[F:33]. Starting materials: C1CCOC1, COC(=O)c1cc(N2CCOCC2)cc2c1nc(C(F)F)n2Cc1cccc2ccccc12, [Li+], [OH-]. The product is O=C(O)c1cc(N2CCOCC2)cc2c1nc(C(F)F)n2Cc1cccc2ccccc12. Product: COC=1C=C2C(=CC=NC2=CC1OC)OC1=CC(=C(C=C1C)NC(OC(C1=CC=CC=C1)C#N)=O)C (Cyano(phenyl)methyl N-{4-[(6,7-dimethoxy-4-quinolyl)oxy]-2,5-dimethylphenyl}carbamate). Reaction SMILES: [CH3:1][O:2][C:3]1[CH:4]=[C:5]2[C:10](=[CH:11][C:12]=1[O:13][CH3:14])[N:9]=[CH:8][CH:7]=[C:6]2[O:15][C:16]1[C:22]([CH3:23])=[CH:21][C:19]([NH2:20])=[C:18]([CH3:24])[CH:17]=1.Cl[C:26](Cl)([O:28]C(=O)OC(Cl)(Cl)Cl)Cl.[OH:37][CH:38]([C:41]1[CH:46]=[CH:45][CH:44]=[CH:43][CH:42]=1)[C:39]#[N:40].C(=O)(O)[O-].[Na+]>C(Cl)Cl.C(N(CC)CC)C.C1(C)C=CC=CC=1>[CH3:1][O:2][C:3]1[CH:4]=[C:5]2[C:10](=[CH:11][C:12]=1[O:13][CH3:14])[N:9]=[CH:8][CH:7]=[C:6]2[O:15][C:16]1[C:22]([CH3:23])=[CH:21][C:19]([NH:20][C:26](=[O:28])[O:37][CH:38]([C:39]#[N:40])[C:41]2[CH:46]=[CH:45][CH:44]=[CH:43][CH:42]=2)=[C:18]([CH3:24])[CH:17]=1 |f:3.4|. Run in C(C)N(CC)CC (triethylamine), C1(=CC=CC=C1)C (toluene), C(Cl)Cl (methylene chloride). Isolated yield 40.3%. The reactants are COC=1C=C2C(=CC=NC2=CC1OC)OC1=CC(=C(N)C=C1C)C (4-[(6,7-Dimethoxy-4-quinolyl)oxy]-2,5-dimethylaniline), ClC(Cl)(OC(OC(Cl)(Cl)Cl)=O)Cl (triphosgene), C([O-])(O)=O.[Na+] (sodium bicarbonate), OC(C#N)C1=CC=CC=C1 (2-hydroxy-2-phenylacetonitrile). Procedure: 4-[(6,7-Dimethoxy-4-quinolyl)oxy]-2,5-dimethylaniline (50 mg) was added to toluene (5 ml), and triethylamine (0.5 ml), and the mixture was heated under reflux to prepare a solution. A solution of triphosgene (68 mg) in methylene chloride was then added thereto, and the mixture was heated under reflux for 10 min. Next, 2-hydroxy-2-phenylacetonitrile (31 mg) was added thereto, and the mixture was further stirred with heating under reflux for 3 hr. A saturated aqueous sodium bicarbonate solution wa...